Dataset: the Open Reaction Database (ORD), a public repository of structured organic reaction records. Task: describe an organic reaction: reactants, conditions, products, and yield The reactants are CC[O-], CC[O-], CC#N, Cc1ccccc1, CCCCCC, CO, O=C(Cl)C(Cl)(Cl)Cl, [Mg+2], NC(=O)c1ccccc1, N#CO[Na]. Yields the product NC(=O)NC(=O)c1ccccc1. As a reaction SMILES: [CH3:21][CH2:22][O-:23].[CH3:24][CH2:25][O-:26].[CH3:28][C:29]#[N:30].[CH3:31][c:32]1[cH:33][cH:34][cH:35][cH:36][cH:37]1.[CH3:38][CH2:39][CH2:40][CH2:41][CH2:42][CH3:43].[CH3:44][OH:45].[Cl:5][C:6]([Cl:7])([Cl:8])[C:9]([Cl:10])=[O:11].[Mg+2:27].[NH2:12][C:13](=[O:14])[c:15]1[cH:16][cH:17][cH:18][cH:19][cH:20]1.[Na:1][O:2][C:3]#[N:4]>>[O:2]=[C:3]([NH2:4])[NH:12][C:13](=[O:14])[c:15]1[cH:16][cH:17][cH:18][cH:19][cH:20]1. Starting materials: C(C)(C)(C)OC(N(CC1=CC(=CC=C1)CC)CC(C(CC1=CC(=CC(=C1)F)OCC1=CC=CC=C1)NC(CNC(=O)OCC1=CC=CC=C1)=O)O)=O ([3-(2-Benzyloxycarbonylamino-acetylamino)-4-(3-benzyloxy-5-fluoro-phenyl)-2-hydroxy-butyl]-(3-ethyl-benzyl)-carbamic acid tert-butyl ester). Reagents/catalysts: [Pd] (Pd/C). The solvent is CO (methanol). Conditions: time 8 hour. The product is C(C)(C)(C)OC(N(CC1=CC(=CC=C1)CC)CC(C(CC1=CC(=CC(=C1)O)F)NC(CN)=O)O)=O ([3-(2-Amino-acetylamino)-4-(3-fluoro-5-hydroxy-phenyl)-2-hydroxy-butyl]-(3-ethyl-benzyl)-carbamic acid tert-butyl ester). The yield is 71.5%. As a reaction SMILES: [C:1]([O:5][C:6](=[O:52])[N:7]([CH2:17][CH:18]([OH:51])[CH:19]([NH:36][C:37](=[O:50])[CH2:38][NH:39]C(OCC1C=CC=CC=1)=O)[CH2:20][C:21]1[CH:26]=[C:25]([F:27])[CH:24]=[C:23]([O:28]CC2C=CC=CC=2)[CH:22]=1)[CH2:8][C:9]1[CH:14]=[CH:13][CH:12]=[C:11]([CH2:15][CH3:16])[CH:10]=1)([CH3:4])([CH3:3])[CH3:2]>CO.[Pd]>[C:1]([O:5][C:6](=[O:52])[N:7]([CH2:17][CH:18]([OH:51])[CH:19]([NH:36][C:37](=[O:50])[CH2:38][NH2:39])[CH2:20][C:21]1[CH:22]=[C:23]([OH:28])[CH:24]=[C:25]([F:27])[CH:26]=1)[CH2:8][C:9]1[CH:14]=[CH:13][CH:12]=[C:11]([CH2:15][CH3:16])[CH:10]=1)([CH3:2])([CH3:3])[CH3:4]. Reported procedure: To a solution of the product from Step 4 (130 mg, 0.18 mmol, 1.00 eq.) in methanol (0.5 mL) is added 10% Pd/C (20 mg, 0.02 mmol, 0.10 eq.). The reaction vessel is purged with H2 and then maintained under H2 via a balloon. The reaction is stirred under H2 overnight and then filtered and concentrated in vacuo yielding the product as a white solid (63 mg, 71% crude yield). Calculate mass for C26H36FN3O5: 489.26. Mass found for C26H36FN3O5: (OAMS) ES+: 489.8 (M+1), ES− 487.8 (M−1).